From a dataset of the Open Reaction Database (ORD), a public repository of structured organic reaction records. describe an organic reaction: reactants, conditions, products, and yield The solvent is CC(=O)C (aceton). The product is CC(C[C@@H](C1=C(C=CC=C1)N1CCCCC1)N)C ((S)-3-Methyl-1-(2-piperidino-phenyl)-1-butylamine). Procedure details: Equimolar quantities of racemic 3-methyl-1-(2-pieridinophenyl)-1-butylamine and of N-acetyl-L-gluatmic acid were refluxed in aceton, whereby methanol was added in such an amount to yield a clear solution. The reactants are CC(CC(C1=C(C=CC=C1)N1CCCCC1)N)C (racemic 3-methyl-1-(2-pieridinophenyl)-1-butylamine), CO (methanol). As a reaction SMILES: [CH3:1][CH:2]([CH3:18])[CH2:3][CH:4]([NH2:17])[C:5]1[CH:10]=[CH:9][CH:8]=[CH:7][C:6]=1[N:11]1[CH2:16][CH2:15][CH2:14][CH2:13][CH2:12]1.CO>CC(C)=O>[CH3:1][CH:2]([CH3:18])[CH2:3][C@H:4]([NH2:17])[C:5]1[CH:10]=[CH:9][CH:8]=[CH:7][C:6]=1[N:11]1[CH2:16][CH2:15][CH2:14][CH2:13][CH2:12]1. The reactants are ( 4 ), Cl(=O)(=O)(=O)[O-].[Li+] (Lithium perchlorate), C(C=C)OCCC(N)C1=CC(=CC=C1)OC (3-(allyloxy)-1-(3-methoxyphenyl)propan-1-amine), O1[C@H](C1)[C@H](CC1=CC=CC=C1)NC(OC(C)(C)C)=O (tert-butyl (S)-1-((S)-oxiran-2-yl)-2-phenylethylcarbamate), C(=O)(O)[O-].[Na+] (NaHCO3). The solvent is [Cl-].[Na+].O (brine), CC#N (CH3CN). Run at temperature 50 celsius. Yields the product C(C=C)OCCC(C1=CC(=CC=C1)OC)NC[C@H]([C@H](CC1=CC=CC=C1)NC(OC(C)(C)C)=O)O (tert-butyl (2S,3R)-4-(3-(allyloxy)-1-(3-methoxyphenyl)propylamino)-3-hydroxy-1-phenylbutan-2-ylcarbamate). Yield: 82.1%. As a reaction SMILES: Cl([O-])(=O)(=O)=O.[Li+].[CH2:7]([O:10][CH2:11][CH2:12][CH:13]([C:15]1[CH:20]=[CH:19][CH:18]=[C:17]([O:21][CH3:22])[CH:16]=1)[NH2:14])[CH:8]=[CH2:9].[O:23]1[CH2:25][C@@H:24]1[C@@H:26]([NH:34][C:35](=[O:41])[O:36][C:37]([CH3:40])([CH3:39])[CH3:38])[CH2:27][C:28]1[CH:33]=[CH:32][CH:31]=[CH:30][CH:29]=1.C([O-])(O)=O.[Na+]>CC#N.[Cl-].[Na+].O>[CH2:7]([O:10][CH2:11][CH2:12][CH:13]([NH:14][CH2:25][C@@H:24]([OH:23])[C@@H:26]([NH:34][C:35](=[O:41])[O:36][C:37]([CH3:39])([CH3:38])[CH3:40])[CH2:27][C:28]1[CH:33]=[CH:32][CH:31]=[CH:30][CH:29]=1)[C:15]1[CH:20]=[CH:19][CH:18]=[C:17]([O:21][CH3:22])[CH:16]=1)[CH:8]=[CH2:9] |f:0.1,4.5,7.8.9|. Procedure: Step R (4): Lithium perchlorate (936 mg, 8.80 mmol) was added to a mixture of 3-(allyloxy)-1-(3-methoxyphenyl)propan-1-amine (390 mg, 1.76 mmol) from Step R(3) and tert-butyl (S)-1-((S)-oxiran-2-yl)-2-phenylethylcarbamate (464 mg, 1.76 mmol) from Aldrich, dissolved in CH3CN (10 mL). The resulting mixture was heated at 50° C. for 16 h. The reaction mixture was poured into a mixture of brine and saturated aqueous NaHCO3 solution. Extracted with EtOAc, washed combined extracts with brine, dried ove... The reactants are ClCCNCCCl, Clc1ccccc1, Cl, Nc1cc(Cl)cc2cccnc12, O. The product is Clc1cc(N2CCNCC2)c2ncccc2c1. Reaction SMILES: [Cl:14][CH2:15][CH2:16][NH:17][CH2:18][CH2:19][Cl:20].[Cl:21][c:22]1[cH:23][cH:24][cH:25][cH:26][cH:27]1.[ClH:13].[NH2:1][c:2]1[cH:3][c:4]([Cl:12])[cH:5][c:6]2[cH:7][cH:8][cH:9][n:10][c:11]12.[OH2:28]>>[N:1]1([c:2]2[cH:3][c:4]([Cl:12])[cH:5][c:6]3[cH:7][cH:8][cH:9][n:10][c:11]23)[CH2:15][CH2:16][NH:17][CH2:18][CH2:19]1. Product: N1=CC=CC2=C1OC1=C(CN2C(=O)C=2C=CC(=NC2)NC(=O)C=2C(=CC=CC2)C2=CC=CC=C2)C=CC=C1 (N-[5-(Pyrido[2,3-b][1,4]benzoxazepin-5(6H)-ylcarbonyl)-2-pyridinyl][1,1'-biphenyl]-2-carboxamide). As a reaction SMILES: [N:1]1[C:6]2[O:7][C:8]3[CH:15]=[CH:14][CH:13]=[CH:12][C:9]=3[CH2:10][NH:11][C:5]=2[CH:4]=[CH:3][CH:2]=1.[C:16]1([C:34]2[CH:39]=[CH:38][CH:37]=[CH:36][CH:35]=2)[C:17]([C:22]([NH:24][C:25]2[N:30]=[CH:29][C:28]([C:31](Cl)=[O:32])=[CH:27][CH:26]=2)=[O:23])=[CH:18][CH:19]=[CH:20][CH:21]=1.C(N(CC)C(C)C)(C)C>ClCCl>[N:1]1[C:6]2[O:7][C:8]3[CH:15]=[CH:14][CH:13]=[CH:12][C:9]=3[CH2:10][N:11]([C:31]([C:28]3[CH:27]=[CH:26][C:25]([NH:24][C:22]([C:17]4[C:16]([C:34]5[CH:39]=[CH:38][CH:37]=[CH:36][CH:35]=5)=[CH:21][CH:20]=[CH:19][CH:18]=4)=[O:23])=[N:30][CH:29]=3)=[O:32])[C:5]=2[CH:4]=[CH:3][CH:2]=1. Starting materials: N1=CC=CC2=C1OC1=C(CN2)C=CC=C1 (5,6-dihydropyrido[2,3-b][1,4]benzoxazepine), C=1(C(=CC=CC1)C(=O)NC1=CC=C(C=N1)C(=O)Cl)C1=CC=CC=C1 (6-[([1,1'-biphenyl]-2-carbonyl)amino]pyridine-3-carbonyl chloride), C(C)(C)N(C(C)C)CC (N,N-diisopropylethylamine). Solvent: ClCCl (dichloromethane). Procedure details: As described for Example 66, the reaction of 5,6-dihydropyrido[2,3-b][1,4]benzoxazepine (0.198 g) with 6-[([1,1'-biphenyl]-2-carbonyl)amino]pyridine-3-carbonyl chloride (0.404 g) in dichloromethane in the presence of N,N-diisopropylethylamine (0.155 g) gives the product as a solid. The reactants are C[N+](CCCC)(CCCC)CCCC (methyltributylammonium), COC(OC)(OC)OC (tetramethoxymethane), C(C1=CC=CC=C1)(=O)OC (methyl benzoate). Solvent: CO (methanol). Product: COC(OC)OC (trimethoxymethane), COC(C1=CC=CC=C1)OC (benzaldehyde dimethyl acetal). Reaction SMILES: [CH3:1][O:2][C:3](OC)([O:6][CH3:7])[O:4][CH3:5].[C:10]([O:18][CH3:19])(=[O:17])[C:11]1[CH:16]=[CH:15][CH:14]=[CH:13][CH:12]=1.[CH3:20][N+](CCCC)(CCCC)CCCC>CO>[CH3:1][O:2][CH:3]([O:6][CH3:7])[O:4][CH3:5].[CH3:19][O:18][CH:10]([O:17][CH3:20])[C:11]1[CH:16]=[CH:15][CH:14]=[CH:13][CH:12]=1. Procedure: 1062 g of tetramethoxymethane, 303 g of methyl benzoate, 225 g of 60% methyltributylammonium methosulfate solution and 910 g of methanol were electrolyzed at 3 A. The voltage per gap was kept below 5 V, the temperature was 30° C., and the pumping rate was 190 l/h. After the electrolysis had ended, 10.0 GC area % of trimethoxymethane and 13.2 GC area % of benzaldehyde dimethyl acetal had formed in the electrolyte; tetramethoxyethane had been degraded from 42.5% to 25.6 GC area %, and methyl benzo... As a reaction SMILES: [S:18]([Cl:19])([Cl:20])=[O:21].[c:1]1([CH:7]([CH2:8][C:9](=[O:10])[OH:11])[c:12]2[cH:13][cH:14][cH:15][cH:16][cH:17]2)[cH:2][cH:3][cH:4][cH:5][cH:6]1.[cH:22]1[cH:23][cH:24][n:25][cH:26][cH:27]1>>[c:1]1([CH:7]([CH2:8][C:9](=[O:10])[Cl:20])[c:12]2[cH:13][cH:14][cH:15][cH:16][cH:17]2)[cH:2][cH:3][cH:4][cH:5][cH:6]1. The product is O=C(Cl)CC(c1ccccc1)c1ccccc1. The reactants are O=S(Cl)Cl, O=C(O)CC(c1ccccc1)c1ccccc1, c1ccncc1.